From a dataset of the Open Reaction Database (ORD), a public repository of structured organic reaction records. describe an organic reaction: reactants, conditions, products, and yield Reactants: ClC1=C(NCC(CN2C=NC=C2)O)C=C(C(=C1)Cl)Cl (1-[3-(2,4,5-trichloroanilino)-2-hydroxypropyl]-imidazole), BrC1=CC=C(CCl)C=C1 (p-bromobenzyl chloride). The product is BrC1=CC=C(COC(CN2C=NC=C2)CNC2=C(C=C(C(=C2)Cl)Cl)Cl)C=C1 (1-[2-(4-bromobenzyloxy)-3-(2,4,5-trichloroanilino)-propyl]-imidazole). Reaction SMILES: [Cl:1][C:2]1[CH:17]=[C:16]([Cl:18])[C:15]([Cl:19])=[CH:14][C:3]=1[NH:4][CH2:5][CH:6]([OH:13])[CH2:7][N:8]1[CH:12]=[CH:11][N:10]=[CH:9]1.[Br:20][C:21]1[CH:28]=[CH:27][C:24]([CH2:25]Cl)=[CH:23][CH:22]=1>>[Br:20][C:21]1[CH:28]=[CH:27][C:24]([CH2:25][O:13][CH:6]([CH2:5][NH:4][C:3]2[CH:14]=[C:15]([Cl:19])[C:16]([Cl:18])=[CH:17][C:2]=2[Cl:1])[CH2:7][N:8]2[CH:12]=[CH:11][N:10]=[CH:9]2)=[CH:23][CH:22]=1. Procedure details: Reaction of 1-[3-(2,4,5-trichloroanilino)-2-hydroxypropyl]-imidazole with p-bromobenzyl chloride yields 1-[2-(4-bromobenzyloxy)-3-(2,4,5-trichloroanilino)-propyl]-imidazole. Reactants: C=CCN, CCCO, COc1cccc2c1Cc1ccccc1C2(CCOS(C)(=O)=O)CCOS(C)(=O)=O. Product: C=CCN1CCC2(CC1)c1ccccc1Cc1c(OC)cccc12. As a reaction SMILES: [CH2:31]([CH:32]=[CH2:33])[NH2:34].[CH2:35]([OH:36])[CH2:37][CH3:38].[CH3:1][S:2]([O:3][CH2:6][CH2:7][C:8]1([CH2:24][CH2:25][O:4][S:5]([CH3:26])(=[O:27])=[O:28])[c:9]2[cH:10][cH:11][cH:12][cH:13][c:14]2[CH2:15][c:16]2[c:17]([O:22][CH3:23])[cH:18][cH:19][cH:20][c:21]21)(=[O:29])=[O:30]>>[CH2:6]1[CH2:7][C:8]2([c:9]3[cH:10][cH:11][cH:12][cH:13][c:14]3[CH2:15][c:16]3[c:17]([O:22][CH3:23])[cH:18][cH:19][cH:20][c:21]32)[CH2:24][CH2:25][N:34]1[CH2:31][CH:32]=[CH2:33]. The reactants are COC(=O)C1(CCC2=CC(=C(C=C12)Cl)C1CCCCC1)C=O (1-formyl-5-cyclohexyl-6-chloro-1-indanecarboxylic acid methyl ester), O1CCCC1 (tetrahydrofurane). The reagents and catalysts are [Ag]=O (silver oxide). Run in O (water). Run at time 8 hour. Product: COC(=O)C1(CCC2=CC(=C(C=C12)Cl)C1CCCCC1)C(=O)O (1-methoxycarbonyl-5-cyclohexyl-6-chloro-1-indanecarboxylic acid). RXN SMILES: [CH3:1][O:2][C:3]([C:5]1([CH:21]=[O:22])[C:13]2[C:8](=[CH:9][C:10]([CH:15]3[CH2:20][CH2:19][CH2:18][CH2:17][CH2:16]3)=[C:11]([Cl:14])[CH:12]=2)[CH2:7][CH2:6]1)=[O:4].[O:23]1CCCC1>[Ag]=O.O>[CH3:1][O:2][C:3]([C:5]1([C:21]([OH:23])=[O:22])[C:13]2[C:8](=[CH:9][C:10]([CH:15]3[CH2:16][CH2:17][CH2:18][CH2:19][CH2:20]3)=[C:11]([Cl:14])[CH:12]=2)[CH2:7][CH2:6]1)=[O:4]. Reported procedure: A solution of 3.0 g of crude 1-formyl-5-cyclohexyl-6-chloro-1-indanecarboxylic acid methyl ester in 30 of tetrahydrofurane and 3 ml of water is treated with 4 equivalents of silver oxide (manufactured according to Corey et al., J. Amer. Chem. Soc., 90, 5616 (1963)) and the mixture is stirred overnight at room temperature. The reaction solution is then filtered through Celite and the filtrate is partitioned between 150 ml of methylene chloride and 100 ml of 0.1 N hydrochloric acid. The organic ph...